From a dataset of the Open Reaction Database (ORD), a public repository of structured organic reaction records. describe an organic reaction: reactants, conditions, products, and yield RXN SMILES: [CH2:7]([c:8]1[cH:9][cH:10][cH:11][cH:12][cH:13]1)[N:14]1[CH2:15][CH2:16][C:17](=[O:20])[CH2:18][CH2:19]1.[Cl:21][CH2:22][Cl:23].[NH2:1][C:2](=[CH:3][C:4]#[N:5])[CH3:6]>>[NH2:1][C:2](=[C:3]([C:4]#[N:5])[C:17]1=[CH:16][CH2:15][N:14]([CH2:7][c:8]2[cH:9][cH:10][cH:11][cH:12][cH:13]2)[CH2:19][CH2:18]1)[CH3:6]. Product: CC(N)=C(C#N)C1=CCN(Cc2ccccc2)CC1. Starting materials: O=C1CCN(Cc2ccccc2)CC1, ClCCl, CC(N)=CC#N. The reactants are C1(=CC=C(C=C1)S(=O)(=O)O)C (p-Toluene sulfonic acid), N(N)C(=O)C1=CC=C(C(=O)O)C=C1 (4-hydrazinocarbonyl-benzoic acid), C(C)OC(OCC)OCC (triethylorthoformate). Run in O (water). Conditions: temperature 100 celsius. Product: O1C(=NN=C1)C1=CC=C(C(=O)O)C=C1 (4-[1,3,4]oxadiazol-2-yl-benzoic acid). The yield is 379.7%. As a reaction SMILES: [C:1]1(C)C=CC(S(O)(=O)=O)=CC=1.[NH:12]([C:14]([C:16]1[CH:24]=[CH:23][C:19]([C:20]([OH:22])=[O:21])=[CH:18][CH:17]=1)=[O:15])[NH2:13].C(OC(OCC)OCC)C>O>[O:15]1[CH:1]=[N:13][N:12]=[C:14]1[C:16]1[CH:24]=[CH:23][C:19]([C:20]([OH:22])=[O:21])=[CH:18][CH:17]=1. Reported procedure: Hydrazine hydrate was added to a solution of terephthalic acid monomethyl ester (1 g, 5.5 mmol) in MeOH (10 mL) and stirring was continued for 1 hr. The reaction mixture was concentrated to afford 900 mg (90.09% Yield) of 4-hydrazinocarbonyl-benzoic acid. p-Toluene sulfonic acid (48 mg, 0.277 mmol) was added to a solution of 4-hydrazinocarbonyl-benzoic acid (500 mg, 2.77 mmol) in triethylorthoformate (7.5 mL, 44.0 mmol) and stirring was continued with heating at 100° C. for 3 hrs. The reaction m... The reactants are S(O)(O)(=O)=O (sulfuric acid), ClC=1C=CC2=C([C@H](CNCC2)C)C1 ((R)-8-chloro-1-methyl-2,3,4,5-tetrahydro-1H-3-benzazepine), C(C)(=O)OC(C)C (isopropyl acetate). The solvent is C(C)#N (acetonitrile). Run at time 1.5 day. Yields the product S(O)(O)(=O)=O.ClC=1C=CC2=C([C@H](CNCC2)C)C1 ((R)-8-Chloro-1-methyl-2,3,4,5-tetrahydro-1H-3-benzazepine bisulfate salt). As a reaction SMILES: [S:1](=[O:5])(=[O:4])([OH:3])[OH:2].[Cl:6][C:7]1[CH:8]=[CH:9][C:10]2[CH2:16][CH2:15][NH:14][CH2:13][C@H:12]([CH3:17])[C:11]=2[CH:18]=1.C(OC(C)C)(=O)C>C(#N)C>[S:1](=[O:3])(=[O:2])([OH:5])[OH:4].[Cl:6][C:7]1[CH:8]=[CH:9][C:10]2[CH2:16][CH2:15][NH:14][CH2:13][C@H:12]([CH3:17])[C:11]=2[CH:18]=1 |f:4.5|. Procedure details: (R)-8-Chloro-1-methyl-2,3,4,5-tetrahydro-1H-3-benzazepine bisulfate salt was prepared by drop-wise addition of 1 mole equivalent of concentrated sulfuric acid to a solution of (R)-8-chloro-1-methyl-2,3,4,5-tetrahydro-1H-3-benzazepine free base in either isopropyl acetate or acetonitrile with vigorous stirring. Precipitation occurred immediately and the suspension was allowed to stir for 1 to 2 days. The resulting solid was recovered by filtration. (R)-8-Chloro-1-methyl-2,3,4,5-tetrahydro-1H-3-be... The reactants are CC1=C(C=CC=C1)N1C=CC=2C(=NC=3C(=CC=CC3C21)OC(F)(F)F)Cl (1-(2-methylphenyl)-4-chloro-6-trifluoromethoxypyrrolo[3,2-c]quinoline), N (ammonia). Product: CC1=C(C=CC=C1)N1C=CC=2C(=NC=3C(=CC=CC3C21)OC(F)(F)F)N (1-(2-methylphenyl)-4-amino-6-trifluoromethoxy-pyrrolo[3,2-c]quinoline). RXN SMILES: [CH3:1][C:2]1[CH:7]=[CH:6][CH:5]=[CH:4][C:3]=1[N:8]1[C:20]2[C:19]3[CH:18]=[CH:17][CH:16]=[C:15]([O:21][C:22]([F:25])([F:24])[F:23])[C:14]=3[N:13]=[C:12](Cl)[C:11]=2[CH:10]=[CH:9]1.[NH3:27]>>[CH3:1][C:2]1[CH:7]=[CH:6][CH:5]=[CH:4][C:3]=1[N:8]1[C:20]2[C:19]3[CH:18]=[CH:17][CH:16]=[C:15]([O:21][C:22]([F:25])([F:24])[F:23])[C:14]=3[N:13]=[C:12]([NH2:27])[C:11]=2[CH:10]=[CH:9]1. Procedure details: 1-(2-methylphenyl)-4-chloro-6-trifluoromethoxypyrrolo[3,2-c]quinoline(377 mg, 1.0 mmol) was dissolved in aqueous ammonia(10 ml), then reacted at the same condition of Step 3 in the Example 6 to obtain 29 mg of desired compound as solid in 8% of yield. Starting materials: FC(C(=O)O)(F)F.FC1=CC=C(C=C1)CN1C(=NC2=C1C=CC=C2)C(=O)C2CCNCC2 ([1-[(4-fluorophenyl)methyl]-1H-benzimidazol-2-yl]-4-piperidinylmethanone mono (trifluoroacetate)), [I-].[K+] (potassium iodide), ClCCCC(=O)C1=CC=C(C=C1)C(C)(C)C (4-chloro-4'-tert-butylbutyrophenone), C([O-])(O)=O.[K+] (potassium bicarbonate). Run in C1(=CC=CC=C1)C (toluene), O (water). Yields the product CC(C)(C)C1=CC=C(C=C1)C(CCCN1CCC(CC1)C(=O)C1=NC2=C(N1CC1=CC=C(C=C1)F)C=CC=C2)=O (1-[4-(1,1-dimethylethyl)phenyl]-4-[4-[[1-[(4-fluorophenyl)methyl]-1H-benzimidazol-2-yl]carbonyl]-1-piperdinyl]-1-butanone). Reaction SMILES: FC(F)(F)C(O)=O.[F:8][C:9]1[CH:14]=[CH:13][C:12]([CH2:15][N:16]2[C:20]3[CH:21]=[CH:22][CH:23]=[CH:24][C:19]=3[N:18]=[C:17]2[C:25]([CH:27]2[CH2:32][CH2:31][NH:30][CH2:29][CH2:28]2)=[O:26])=[CH:11][CH:10]=1.Cl[CH2:34][CH2:35][CH2:36][C:37]([C:39]1[CH:44]=[CH:43][C:42]([C:45]([CH3:48])([CH3:47])[CH3:46])=[CH:41][CH:40]=1)=[O:38].C(=O)(O)[O-].[K+].[I-].[K+]>C1(C)C=CC=CC=1.O>[CH3:48][C:45]([C:42]1[CH:41]=[CH:40][C:39]([C:37](=[O:38])[CH2:36][CH2:35][CH2:34][N:30]2[CH2:31][CH2:32][CH:27]([C:25]([C:17]3[N:16]([CH2:15][C:12]4[CH:13]=[CH:14][C:9]([F:8])=[CH:10][CH:11]=4)[C:20]4[CH:21]=[CH:22][CH:23]=[CH:24][C:19]=4[N:18]=3)=[O:26])[CH2:28][CH2:29]2)=[CH:44][CH:43]=1)([CH3:46])[CH3:47] |f:0.1,3.4,5.6|. Procedure: [1-[(4-fluorophenyl)methyl]-1H-benzimidazol-2-yl]-4-piperidinylmethanone mono (trifluoroacetate) (5.0 g, 11 mmol), 4-chloro-4'-tert-butylbutyrophenone (6.2, 26 mmol), potassium bicarbonate (2.5 g, 25 mmol), and potassium iodide (catalytic amount) were combined and refluxed in toluene (50 ml) and water (5 ml) for 3 days. The cooled layers were separated and the aqueous layer was extracted with ethyl acetate. The combined organic layers were washed with water, brine, dried (MgSO4), and concentrate... Reactants: BrCCCCN1CSC2(C1=O)CCCCC2 (3-(4-bromobutyl)-1-thia-3-azaspiro[4.5]decan-4-one), FC1=CC=C(C=C1)N1C=C(C2=CC=CC=C12)N1CCNCC1 (1-(4-fluorophenyl)-3-piperazino-1H-indole), C(=O)([O-])[O-].[K+].[K+] (K2CO3), [Na+].[I-] (NaI), amine. The solvent is CC#N (CH3CN). Conditions: temperature 80 celsius, time 18 hour. Product: FC1=CC=C(C=C1)N1C=C(C2=CC=CC=C12)N1CCN(CC1)CCCCN1CSC2(C1=O)CCCCC2 (3-[4-[1-[1-(4- Fluorophenyl)-1H-indol-3-yl]4-piperazinyl]butyl]-1-thia-3-azaspiro[4.5]decan-4-one). Yield: 43.6%. RXN SMILES: Br[CH2:2][CH2:3][CH2:4][CH2:5][N:6]1[C:10](=[O:11])[C:9]2([CH2:16][CH2:15][CH2:14][CH2:13][CH2:12]2)[S:8][CH2:7]1.[F:17][C:18]1[CH:23]=[CH:22][C:21]([N:24]2[C:32]3[C:27](=[CH:28][CH:29]=[CH:30][CH:31]=3)[C:26]([N:33]3[CH2:38][CH2:37][NH:36][CH2:35][CH2:34]3)=[CH:25]2)=[CH:20][CH:19]=1.C([O-])([O-])=O.[K+].[K+].[Na+].[I-]>CC#N>[F:17][C:18]1[CH:23]=[CH:22][C:21]([N:24]2[C:32]3[C:27](=[CH:28][CH:29]=[CH:30][CH:31]=3)[C:26]([N:33]3[CH2:34][CH2:35][N:36]([CH2:2][CH2:3][CH2:4][CH2:5][N:6]4[C:10](=[O:11])[C:9]5([CH2:16][CH2:15][CH2:14][CH2:13][CH2:12]5)[S:8][CH2:7]4)[CH2:37][CH2:38]3)=[CH:25]2)=[CH:20][CH:19]=1 |f:2.3.4,5.6|. Reported procedure: A mixture of 3-(4-bromobutyl)-1-thia-3-azaspiro[4.5]decan-4-one (3.8 g), 1-(4-fluorophenyl)-3-piperazino-1H-indole (3.7 g), K2CO3 (3.5 g), NaI (200 mg) and anhydrous CH3CN (150 ml) was heated to 80° C. with stirring under nitrogen. After 18 hours, no starting amine remained as judged by TLC. The mixture was cooled to room temperature and filtered, and the filtrate concentrated in vacuo. The residue was chromatographed on silica using EtOAc as an eluent. The fractions containing the desired produ... The reactants are CC(CC(C)=O)=O (2,4-pentanedione), ClCC1=CC=CC2=CC=CC=C12 (1-chloromethylnaphthalene). The product is C1(=CC=CC2=CC=CC=C12)CCC(CC(CCC1=CC=CC2=CC=CC=C12)=O)=O (1,7-di(1-naphthyl)-3,5-heptanedione). Reaction SMILES: [CH3:1][C:2](=[O:7])[CH2:3][C:4](=[O:6])[CH3:5].Cl[CH2:9][C:10]1[C:19]2[C:14](=[CH:15][CH:16]=[CH:17][CH:18]=2)[CH:13]=[CH:12][CH:11]=1>>[C:10]1([CH2:9][CH2:1][C:2](=[O:7])[CH2:3][C:4](=[O:6])[CH2:5][CH2:9][C:10]2[C:19]3[C:14](=[CH:15][CH:16]=[CH:17][CH:18]=3)[CH:13]=[CH:12][CH:11]=2)[C:19]2[C:14](=[CH:15][CH:16]=[CH:17][CH:18]=2)[CH:13]=[CH:12][CH:11]=1. Reported procedure: Using 2,4-pentanedione (59.6 g, 0.595 mol) and 1-chloromethylnaphthalene (245 g), the reaction was carried out in the same manner as described in Example 17, (1), and the residual oil (200 g) was chromatographed on silica gel (Wako Gel C-200) with n-hexane/benzene (1:4) as eluent to give the title compound as a yellow oil which was an ca 1:6 mixture of Keto/Enol as seen by the methylene singlet at δ3.33 ppm and the methine singlet at δ5.27 ppm in the 1HNMR spectrum; yield: 71 g. Reactants: Cc1ccc(C(=O)Cl)c(C)c1, CN(C)C=O, [H-], [Na+], [Na], O, O=c1c2ccccc2nc2[nH]c3ccccc3n12. The product is Cc1ccc(C(=O)n2c3ccccc3n3c(=O)c4ccccc4nc23)c(C)c1. Reaction SMILES: [CH3:22][c:23]1[c:24]([C:25](=[O:26])[Cl:27])[cH:28][cH:29][c:30]([CH3:32])[cH:31]1.[CH3:34][N:35]([CH3:36])[CH:37]=[O:38].[H-:20].[Na+:21].[Na:19].[OH2:33].[cH:1]1[c:2]2[c:3](=[O:18])[n:4]3[c:5]([n:6][c:7]2[cH:8][cH:9][cH:10]1)[nH:11][c:12]1[c:13]3[cH:14][cH:15][cH:16][cH:17]1>>[cH:1]1[c:2]2[c:3](=[O:18])[n:4]3[c:5]([n:6][c:7]2[cH:8][cH:9][cH:10]1)[n:11]([C:25]([c:24]1[c:23]([CH3:22])[cH:31][c:30]([CH3:32])[cH:29][cH:28]1)=[O:26])[c:12]1[c:13]3[cH:14][cH:15][cH:16][cH:17]1.